The task is: describe an organic reaction: reactants, conditions, products, and yield. This data is from the Open Reaction Database (ORD), a public repository of structured organic reaction records. Starting materials: C1=C(C=CC=C1O)C (m-cresol), P(O)(O)(O)=O (phosphoric acid), C=CC(C)=C (isoprene), C1=CC=CC=2SC3=CC=CC=C3NC12 (phenothiazine). Run in C=1(C(=CC=CC1)C)C (xylene), O (water). Conditions: time 8 hour. Yields the product CC1(CCC2=C(C=C(C=C12)O)C)C (3,3,7-trimethyl-5-hydroxy-indane). As a reaction SMILES: [CH2:1]=[CH:2][C:3](=[CH2:5])[CH3:4].C1C2NC3C(=CC=CC=3)SC=2C=CC=1.[CH:20]1[C:25]([OH:26])=[CH:24][CH:23]=[CH:22][C:21]=1[CH3:27].P(=O)(O)(O)O>C1(C)C(C)=CC=CC=1.O>[CH3:4][C:3]1([CH3:5])[C:23]2[C:22](=[C:21]([CH3:27])[CH:20]=[C:25]([OH:26])[CH:24]=2)[CH2:1][CH2:2]1. Procedure details: 449 of isoprene, stabilized with 1.35 g of phenothiazine, were added dropwise over the course of 7 hours to a solution of 648 g of m-cresol, 77 g of 85% strength phosphoric acid and 6 ml of water in 1.44 liters of xylene at 110° C. To complete the reaction, stirring was continued overnight at 110° C. After cooling, the acid phase was separated off and extracted by shaking with toluene. The combined organic phases were washed until neutral. Fractional distillation gave 252 g of 3,3,7-trimethyl-5-... Reactants: NC(C(F)(F)F)(C1=C2C=CN(C2=C(C=C1Br)C)S(=O)(=O)C1=CC=C(C)C=C1)C1=NC2=C(N1)C=CC(=C2)C#N ((±)-2-(1-amino-1-(5-bromo-7-methyl-1-tosyl-1H-indol-4-yl)-2,2,2-trifluoroethyl)-1H-benzo[d]imidazole-5-carbonitrile), [O-]CC.[Na+] (sodium ethoxide). Run in CCO (EtOH). Reaction conditions: temperature 60 celsius. Yields the product NC(C(F)(F)F)(C1=C2C=CNC2=C(C=C1Br)C)C1=NC2=C(N1)C=CC(=C2)C#N ((±)-2-(1-Amino-1-(5-bromo-7-methyl-1H-indol-4-yl)-2,2,2-trifluoroethyl)-1H-benzo[d]imidazole-5-carbonitrile). RXN SMILES: [NH2:1][C:2]([C:28]1[NH:32][C:31]2[CH:33]=[CH:34][C:35]([C:37]#[N:38])=[CH:36][C:30]=2[N:29]=1)([C:7]1[C:15]([Br:16])=[CH:14][C:13]([CH3:17])=[C:12]2[C:8]=1[CH:9]=[CH:10][N:11]2S(C1C=CC(C)=CC=1)(=O)=O)[C:3]([F:6])([F:5])[F:4].[O-]CC.[Na+]>CCO>[NH2:1][C:2]([C:28]1[NH:32][C:31]2[CH:33]=[CH:34][C:35]([C:37]#[N:38])=[CH:36][C:30]=2[N:29]=1)([C:7]1[C:15]([Br:16])=[CH:14][C:13]([CH3:17])=[C:12]2[C:8]=1[CH:9]=[CH:10][NH:11]2)[C:3]([F:5])([F:4])[F:6] |f:1.2|. Procedure details: To (±)-2-(1-amino-1-(5-bromo-7-methyl-1-tosyl-1H-indol-4-yl)-2,2,2-trifluoroethyl)-1H-benzo[d]imidazole-5-carbonitrile (203 mg, 0.337 mmol) in EtOH (3.3 mL) was added sodium ethoxide (22% solution in EtOH) (2.5 mL, 6.74 mmol) and the mixture was stirred at 60° C. After 3 hours the reaction mixture was purified directly by flash chromatography (0-100% EtOAc in heptanes) to give the title compound. 1H NMR (400 MHz, DMSO-d6) δ ppm 12.61 (br. s., 1H) 11.37 (br. s., 1H) 8.25 (m) 7.94 (m) 7.83-7.90 (m... Reactants: OC1(c2ccc(Br)cc2)CCN(Cc2ccccc2)CC1, Cc1ccccc1, O, O, Cc1ccc(S(=O)(=O)O)cc1. The product is Brc1ccc(C2=CCN(Cc3ccccc3)CC2)cc1. As a reaction SMILES: [CH2:1]([c:2]1[cH:3][cH:4][cH:5][cH:6][cH:7]1)[N:8]1[CH2:9][CH2:10][C:11]([OH:14])([c:15]2[cH:16][cH:17][c:18]([Br:21])[cH:19][cH:20]2)[CH2:12][CH2:13]1.[CH3:35][c:36]1[cH:37][cH:38][cH:39][cH:40][cH:41]1.[OH2:22].[OH2:34].[c:23]1([CH3:24])[cH:25][cH:26][c:27]([S:28]([OH:29])(=[O:30])=[O:31])[cH:32][cH:33]1>>[CH2:1]([c:2]1[cH:3][cH:4][cH:5][cH:6][cH:7]1)[N:8]1[CH2:9][CH:10]=[C:11]([c:15]2[cH:16][cH:17][c:18]([Br:21])[cH:19][cH:20]2)[CH2:12][CH2:13]1. The reactants are ClS(=O)(=O)O (Chlorosulphonic acid), N(C1=CC=CC=C1)C1=NC=CC(=N1)C1=CN=C(N1CC)C (2-anilino-4-(1-ethyl-2-methylimidazol-5-yl)pyrimidine), Cl (HCl), CCOCC (ether), C(C)OCCN (2-ethoxyethylamine), C(C)N(C)CC (diethylmethylamine). Run in S(=O)(Cl)Cl (thionyl chloride), CO (MeOH), CO (MeOH). Reaction conditions: temperature 0 celsius, time 10 minute. The product is C(C)N1C(=NC=C1C1=NC(=NC=C1)NC1=CC=C(C=C1)S(NCCOCC)(=O)=O)C (4-(1-Ethyl-2-methylimidazol-5-yl)-2-{4-[N-(2-ethoxyethyl)sulphamoyl]anilino}pyrimidine). Yield: 29.7%. Reaction SMILES: Cl[S:2]([OH:5])(=O)=[O:3].[NH:6]([C:13]1[N:18]=[C:17]([C:19]2[N:23]([CH2:24][CH3:25])[C:22]([CH3:26])=[N:21][CH:20]=2)[CH:16]=[CH:15][N:14]=1)[C:7]1[CH:12]=[CH:11][CH:10]=[CH:9][CH:8]=1.[CH2:27]([O:29][CH2:30][CH2:31][NH2:32])[CH3:28].C(N(CC)C)C.Cl.CCOCC>S(Cl)(Cl)=O.CO>[CH2:24]([N:23]1[C:19]([C:17]2[CH:16]=[CH:15][N:14]=[C:13]([NH:6][C:7]3[CH:12]=[CH:11][C:10]([S:2](=[O:5])(=[O:3])[NH:32][CH2:31][CH2:30][O:29][CH2:27][CH3:28])=[CH:9][CH:8]=3)[N:18]=2)=[CH:20][N:21]=[C:22]1[CH3:26])[CH3:25]. Procedure details: Chlorosulphonic acid (280 μl, 4 mmol) was added dropwise to solution of 2-anilino-4-(1-ethyl-2-methylimidazol-5-yl)pyrimidine (Method 30; 279 mg, 1 mmol) in thionyl chloride (5 ml) cooled at 0° C. and the mixture stirred at 0° C. for 10 minutes then heated at 90° C. for 90 minutes. The volatiles were removed by evaporation and the residue was dried under high vacuum (<2 mmHg) for 1 hour. The resulting solid was placed under nitrogen and a solution of 2-ethoxyethylamine (356 mg, 4 mmol) and dieth... Starting materials: COC(=O)c1sc(-c2ccccc2)cc1N(C(=O)C1CCC(C)CC1)C1CCC(O)CC1, O=C(O)c1ccc([N+](=O)[O-])cc1, CCOC(=O)N=NC(=O)OCC, c1ccc(P(c2ccccc2)c2ccccc2)cc1, c1ccccc1. The product is COC(=O)c1sc(-c2ccccc2)cc1N(C(=O)C1CCC(C)CC1)C1CCC(OC(=O)c2ccc([N+](=O)[O-])cc2)CC1. Reaction SMILES: [CH3:1][O:2][C:3](=[O:4])[c:5]1[s:6][c:7](-[c:27]2[cH:28][cH:29][cH:30][cH:31][cH:32]2)[cH:8][c:9]1[N:10]([C:11](=[O:12])[CH:13]1[CH2:14][CH2:15][CH:16]([CH3:19])[CH2:17][CH2:18]1)[CH:20]1[CH2:21][CH2:22][CH:23]([OH:26])[CH2:24][CH2:25]1.[N+:33](=[O:34])([O-:35])[c:36]1[cH:37][cH:38][c:39]([C:40](=[O:41])[OH:42])[cH:43][cH:44]1.[O:64]=[C:65]([O:66][CH2:67][CH3:68])[N:69]=[N:70][C:71]([O:72][CH2:73][CH3:74])=[O:75].[c:45]1([P:46]([c:47]2[cH:48][cH:49][cH:50][cH:51][cH:52]2)[c:53]2[cH:54][cH:55][cH:56][cH:57][cH:58]2)[cH:59][cH:60][cH:61][cH:62][cH:63]1.[cH:76]1[cH:77][cH:78][cH:79][cH:80][cH:81]1>>[CH3:1][O:2][C:3](=[O:4])[c:5]1[s:6][c:7](-[c:27]2[cH:28][cH:29][cH:30][cH:31][cH:32]2)[cH:8][c:9]1[N:10]([C:11](=[O:12])[CH:13]1[CH2:14][CH2:15][CH:16]([CH3:19])[CH2:17][CH2:18]1)[CH:20]1[CH2:21][CH2:22][CH:23]([O:26][C:40]([c:39]2[cH:38][cH:37][c:36]([N+:33](=[O:34])[O-:35])[cH:44][cH:43]2)=[O:41])[CH2:24][CH2:25]1. The reactants are CCN(C(C)C)C(C)C, O=C(Cl)c1ccccc1Cl, ClCCl, Cl, NCc1cccc2c1C(=O)N(C1CCC(=O)NC1=O)C2=O. The product is O=C1CCC(N2C(=O)c3cccc(CNC(=O)c4ccccc4Cl)c3C2=O)C(=O)N1. Reaction SMILES: [CH:23]([N:24]([CH:25]([CH3:26])[CH3:27])[CH2:28][CH3:29])([CH3:30])[CH3:31].[Cl:32][C:33](=[O:34])[c:35]1[cH:36][cH:37][cH:38][cH:39][c:40]1[Cl:41].[Cl:42][CH2:43][Cl:44].[ClH:1].[NH2:2][CH2:3][c:4]1[c:5]2[c:9]([cH:10][cH:11][cH:12]1)[C:8](=[O:13])[N:7]([CH:14]1[C:15](=[O:21])[NH:16][C:17](=[O:20])[CH2:18][CH2:19]1)[C:6]2=[O:22]>>[NH:2]([CH2:3][c:4]1[c:5]2[c:9]([cH:10][cH:11][cH:12]1)[C:8](=[O:13])[N:7]([CH:14]1[C:15](=[O:21])[NH:16][C:17](=[O:20])[CH2:18][CH2:19]1)[C:6]2=[O:22])[C:33](=[O:34])[c:35]1[cH:36][cH:37][cH:38][cH:39][c:40]1[Cl:41].